From a dataset of the Open Reaction Database (ORD), a public repository of structured organic reaction records. describe an organic reaction: reactants, conditions, products, and yield Starting materials: ClC1=C(C(=S)NC([SH-]C)=S)C(=CC=C1)Cl (N-(2,6-dichlorothiobenzoyl)-S-methyldithiocarbamate), ClC=1C=C(N)C=CC1Cl (3,4-dichloroaniline). Run in C1(=CC=CC=C1)C (toluene). Product: ClC1=C(C(=S)NC(=S)NC2=CC(=C(C=C2)Cl)Cl)C(=CC=C1)Cl (N-(2,6-dichlorothiobenzoyl)-N'-(3,4-dichlorophenyl)-thiourea). As a reaction SMILES: [Cl:1][C:2]1[CH:14]=[CH:13][CH:12]=[C:11]([Cl:15])[C:3]=1[C:4]([NH:6][C:7](=[S:10])[SH-]C)=[S:5].[Cl:16][C:17]1[CH:18]=[C:19]([CH:21]=[CH:22][C:23]=1[Cl:24])[NH2:20]>C1(C)C=CC=CC=1>[Cl:15][C:11]1[CH:12]=[CH:13][CH:14]=[C:2]([Cl:1])[C:3]=1[C:4]([NH:6][C:7]([NH:20][C:19]1[CH:21]=[CH:22][C:23]([Cl:24])=[C:17]([Cl:16])[CH:18]=1)=[S:10])=[S:5]. Procedure details: 3.0 g of N-(2,6-dichlorothiobenzoyl)-S-methyldithiocarbamate and 1.6 g of 3,4-dichloroaniline are dissolved in 25 ml of toluene and subsequently heated while refluxing for 5 hours. The resulting yellow precipitate is worked up in the usual manner. Yield 2.1 g. Melting point 168°-170° C. Starting materials: C(C)N1CCC2=C(C(C1)O)C=CS2 (6-ethyl-5,6,7,8-tetrahydro-4H-thieno[2,3-d]azepin-4-ol), BrC=1C(=C(C=CC1)F)Cl (3-bromo-2-chloro-1-fluorobenzene). Yields the product BrC=1C(=C(C=CC1)OC1C2=C(CCN(C1)CC)SC=C2)Cl (4-(3-Bromo-2-chlorophenyloxy)-6-ethyl-5,6,7,8-tetrahydro-4H-thieno[2,3-d]azepine). As a reaction SMILES: [CH2:1]([N:3]1[CH2:9][CH:8]([OH:10])[C:7]2[CH:11]=[CH:12][S:13][C:6]=2[CH2:5][CH2:4]1)[CH3:2].[Br:14][C:15]1[C:16]([Cl:22])=[C:17](F)[CH:18]=[CH:19][CH:20]=1>>[Br:14][C:15]1[C:16]([Cl:22])=[C:17]([O:10][CH:8]2[CH2:9][N:3]([CH2:1][CH3:2])[CH2:4][CH2:5][C:6]3[S:13][CH:12]=[CH:11][C:7]2=3)[CH:18]=[CH:19][CH:20]=1. Reported procedure: The same method as in Example 1 was conducted using 6-ethyl-5,6,7,8-tetrahydro-4H-thieno[2,3-d]azepin-4-ol (Reference Example 45) instead of 6-methyl-4,5,6,7-tetrahydrothieno[2,3-c]pyridin-4-ol (Reference Example 6) and was conducted using 3-bromo-2-chloro-1-fluorobenzene instead of 1-fluoronaphthalene to give the objective compound. The reactants are COCCCCCCSC1CCN(CC1)C(=O)OC(C)(C)C (4-(6-methoxyhexylthio)-N-t-butoxycarbonylpiperidine), C(C)[SiH](CC)CC (triethylsilane), FC(C(=O)O)(F)F (trifluoroacetic acid). The solvent is ClCCl (dichloromethane). The product is COCCCCCCSC1CCNCC1 (4-(6-methoxyhexylthio)piperidine). Isolated yield 205.8%. RXN SMILES: [CH3:1][O:2][CH2:3][CH2:4][CH2:5][CH2:6][CH2:7][CH2:8][S:9][CH:10]1[CH2:15][CH2:14][N:13](C(OC(C)(C)C)=O)[CH2:12][CH2:11]1.C([SiH](CC)CC)C.FC(F)(F)C(O)=O>ClCCl>[CH3:1][O:2][CH2:3][CH2:4][CH2:5][CH2:6][CH2:7][CH2:8][S:9][CH:10]1[CH2:11][CH2:12][NH:13][CH2:14][CH2:15]1. Reported procedure: To a solution of 4-(6-methoxyhexylthio)-N-t-butoxycarbonylpiperidine (3.32 g) in dichloromethane (40 ml) were added triethylsilane (8.0 ml) and trifluoroacetic acid (15.4 ml) with stirring in an ice bath. The mixture was stirred at ambient temperature for 2 hours. The reaction mixture was evaporated in vacuo. The resulting residue was chromatographed on silica gel (400 ml) eluting with a mixture of dichloromethane and methanol (4:1 v/v). The fractions containing the object compound were collecte... The reactants are COC(OC)N(C)C, CN(C)C=O, CC(=O)c1ccc(-c2cn3ccccc3n2)cc1. Yields the product CN(C)C=CC(=O)c1ccc(-c2cn3ccccc3n2)cc1. RXN SMILES: [CH3:1][O:2][CH:3]([N:4]([CH3:5])[CH3:6])[O:7][CH3:8].[CH3:27][N:28]([CH3:29])[CH:30]=[O:31].[n:9]1[c:10](-[c:18]2[cH:19][cH:20][c:21]([C:24]([CH3:25])=[O:26])[cH:22][cH:23]2)[cH:11][n:12]2[c:13]1[cH:14][cH:15][cH:16][cH:17]2>>[CH:3]([N:4]([CH3:5])[CH3:6])=[CH:25][C:24]([c:21]1[cH:20][cH:19][c:18](-[c:10]2[n:9][c:13]3[n:12]([cH:11]2)[cH:17][cH:16][cH:15][cH:14]3)[cH:23][cH:22]1)=[O:26].